This data is from the Open Reaction Database (ORD), a public repository of structured organic reaction records. The task is: describe an organic reaction: reactants, conditions, products, and yield The reactants are CC(C)(C)CC(=O)Cl, CCOC(=O)COc1ccc2cc(-c3cc4ccccc4s3)ccc2c1Br, ClC(Cl)Cl, O, Cl[Sn](Cl)(Cl)Cl. Yields the product CCOC(=O)COc1ccc2cc(-c3sc4ccccc4c3C(=O)CC(C)(C)C)ccc2c1Br. Reaction SMILES: [C:28]([CH3:29])([CH3:30])([CH3:31])[CH2:32][C:33](=[O:34])[Cl:35].[CH2:1]([CH3:2])[O:3][C:4]([CH2:5][O:6][c:7]1[c:8]([Br:26])[c:9]2[cH:10][cH:11][c:12](-[c:17]3[cH:18][c:19]4[c:20]([s:21]3)[cH:22][cH:23][cH:24][cH:25]4)[cH:13][c:14]2[cH:15][cH:16]1)=[O:27].[CH:42]([Cl:43])([Cl:44])[Cl:45].[OH2:41].[Sn:36]([Cl:37])([Cl:38])([Cl:39])[Cl:40]>>[CH2:1]([CH3:2])[O:3][C:4]([CH2:5][O:6][c:7]1[c:8]([Br:26])[c:9]2[cH:10][cH:11][c:12](-[c:17]3[c:18]([C:33]([CH2:32][C:28]([CH3:29])([CH3:30])[CH3:31])=[O:34])[c:19]4[c:20]([s:21]3)[cH:22][cH:23][cH:24][cH:25]4)[cH:13][c:14]2[cH:15][cH:16]1)=[O:27]. The reactants are CNC[C@@H]([C@H]([C@@H]([C@@H](CO)O)O)O)O (N-methyl-(2 (S),3 (R),4 (R),5 (R),6-pentahydroxy-hexyl)-amine), C(#N)C1=CNC2=CC=C(C=C12)CCNC(C1=CC=C(C=C1)C1=NC(=NC=C1)Cl)=O (N-[2-(3-Cyano-1H-indol-5-yl)-ethyl]-4-[2-chloro-pyrimidin-4-yl]-benzamide). The product is C(#N)C1=CNC2=CC=C(C=C12)CCNC(C1=CC=C(C=C1)C1=NC(=NC=C1)N(C[C@@H]([C@H]([C@@H]([C@@H](CO)O)O)O)O)C)=O (N-[2-(3-Cyano-1H-indol-5-yl)-ethyl]-4-{2-[methyl-(2 (S),3 (R),4 (R),5 (R),6-pentahydroxy-hexyl)-amino]-pyrimidin-4-yl}-benzamide). Reaction SMILES: [CH3:1][NH:2][CH2:3][C@H:4]([OH:13])[C@@H:5]([OH:12])[C@H:6]([OH:11])[C@H:7]([OH:10])[CH2:8][OH:9].[C:14]([C:16]1[C:24]2[C:19](=[CH:20][CH:21]=[C:22]([CH2:25][CH2:26][NH:27][C:28](=[O:42])[C:29]3[CH:34]=[CH:33][C:32]([C:35]4[CH:40]=[CH:39][N:38]=[C:37](Cl)[N:36]=4)=[CH:31][CH:30]=3)[CH:23]=2)[NH:18][CH:17]=1)#[N:15]>>[C:14]([C:16]1[C:24]2[C:19](=[CH:20][CH:21]=[C:22]([CH2:25][CH2:26][NH:27][C:28](=[O:42])[C:29]3[CH:34]=[CH:33][C:32]([C:35]4[CH:40]=[CH:39][N:38]=[C:37]([N:2]([CH3:1])[CH2:3][C@H:4]([OH:13])[C@@H:5]([OH:12])[C@H:6]([OH:11])[C@H:7]([OH:10])[CH2:8][OH:9])[N:36]=4)=[CH:31][CH:30]=3)[CH:23]=2)[NH:18][CH:17]=1)#[N:15]. Reported procedure: Using N-methyl-(2 (S),3 (R),4 (R),5 (R),6-pentahydroxy-hexyl)-amine and N-[2-(3-Cyano-1H-indol-5-yl)-ethyl]-4-[2-chloro-pyrimidin-4-yl]-benzamide (reference example 1az) as substrates. Starting materials: FC1=C(N=C(N(C1=O)C)CC(=O)[O-])N1CCOCC1.[Na+] (sodium (5-fluoro-1-methyl-4-morpholin-4-yl-6-oxo-1,6-dihydropyrimidin-2-yl)acetate), CC1NC2=CC(=C(C=C2C1)F)F ((−)-2-methyl-5,6-difluoro-2,3-dihydro-1H-indole). The product is eluent 98/02, FC=1C(N(C(=NC1N1CCOCC1)CC(=O)N1C(CC2=CC(=C(C=C12)F)F)C)C)=O (5-fluoro-2-[2-((+)-5,6-difluoro-2-methyl-2,3-dihydroindol-1-yl)-2-oxoethyl]-3-methyl-6-morpholin-4-yl-3H-pyrimidin-4-one). Yield: 40.9%. Reaction SMILES: [F:1][C:2]1[C:7](=[O:8])[N:6]([CH3:9])[C:5]([CH2:10][C:11]([O-:13])=O)=[N:4][C:3]=1[N:14]1[CH2:19][CH2:18][O:17][CH2:16][CH2:15]1.[Na+].[CH3:21][CH:22]1[CH2:30][C:29]2[C:24](=[CH:25][C:26]([F:32])=[C:27]([F:31])[CH:28]=2)[NH:23]1>>[F:1][C:2]1[C:7](=[O:8])[N:6]([CH3:9])[C:5]([CH2:10][C:11]([N:23]2[C:24]3[C:29](=[CH:28][C:27]([F:31])=[C:26]([F:32])[CH:25]=3)[CH2:30][CH:22]2[CH3:21])=[O:13])=[N:4][C:3]=1[N:14]1[CH2:19][CH2:18][O:17][CH2:16][CH2:15]1 |f:0.1|. Reported procedure: The product is prepared by following the procedure described in example 1a (step 5a) using 80 mg of sodium (5-fluoro-1-methyl-4-morpholin-4-yl-6-oxo-1,6-dihydropyrimidin-2-yl)acetate obtained in step 2a of example 8a and 46 mg of (−)-2-methyl-5,6-difluoro-2,3-dihydro-1H-indole (reference example 3a). After silica column purification: eluent 98/02 dichloromethane/methanol, 47 mg of 5-fluoro-2-[2-((+)-5,6-difluoro-2-methyl-2,3-dihydroindol-1-yl)-2-oxoethyl]-3-methyl-6-morpholin-4-yl-3H-pyrimidin-4... Reactants: FC(C1=CC(=NC=2N1N=CC2C(=O)O)C2=CC=C(C=C2)C(F)(F)F)F (7-difluoromethyl-5-(4-trifluoromethyl-phenyl)-pyrazolo[1,5-a]pyrimidine-3-carboxylic acid), OCCS(=O)(=O)C=1C=C(N)C=CC1 (3-(2-hydroxy-ethanesulfonyl)-aniline), [N+](=O)([O-])C=1C=C(C=CC1)CS(=O)(=O)Cl (3-nitro-phenylmethane-sulfonyl chloride). The product is S(N)(=O)(=O)CC=1C=C(C=CC1)NC(=O)C=1C=NN2C1N=C(C=C2C(F)F)C2=CC=C(C=C2)C(F)(F)F (7-Difluoromethyl-5-(4-trifluoromethyl-phenyl)-pyrazolo[1,5-a]pyrimidine-3-carboxylic acid(3-sulfamoylmethyl-phenyl)-amide). Reaction SMILES: [F:1][CH:2]([F:25])[C:3]1[N:8]2[N:9]=[CH:10][C:11]([C:12]([OH:14])=O)=[C:7]2[N:6]=[C:5]([C:15]2[CH:20]=[CH:19][C:18]([C:21]([F:24])([F:23])[F:22])=[CH:17][CH:16]=2)[CH:4]=1.OCCS(C1C=C(C=CC=1)[NH2:35])(=O)=O.[N+:39]([C:42]1[CH:43]=[C:44]([CH2:48][S:49](Cl)(=[O:51])=[O:50])[CH:45]=[CH:46][CH:47]=1)([O-])=O>>[S:49]([CH2:48][C:44]1[CH:43]=[C:42]([NH:39][C:12]([C:11]2[CH:10]=[N:9][N:8]3[C:3]([CH:2]([F:1])[F:25])=[CH:4][C:5]([C:15]4[CH:20]=[CH:19][C:18]([C:21]([F:22])([F:23])[F:24])=[CH:17][CH:16]=4)=[N:6][C:7]=23)=[O:14])[CH:47]=[CH:46][CH:45]=1)(=[O:51])(=[O:50])[NH2:35]. Procedure details: The title compound was prepared from 7-difluoromethyl-5-(4-trifluoromethyl-phenyl)-pyrazolo[1,5-a]pyrimidine-3-carboxylic acid (example C.1) and 3-(2-hydroxy-ethanesulfonyl)-aniline [CAS-Nr. 344750-15-8; prepared from commercially available 3-nitro-phenylmethane-sulfonyl chloride] according to general procedure II. Yellow solid. MS (ISP) 524.0 [(M−H)−]; mp 280° C. Starting materials: O1C2=C(C=C1C1=NNC3=CC=C(C=C13)C(=O)OC)C=CC=C2 (methyl 3-benzo[b]furan-2-yl-1H-5-indazolecarboxylate), [OH-].[Na+] (sodium hydroxide). Run in CO (methanol), O1CCCC1 (tetrahydrofuran). Run at time 5 day. Product: O1C2=C(C=C1C1=NNC3=CC=C(C=C13)C(=O)O)C=CC=C2 (3-Benzo[b]furan-2-yl-1H-5-indazolecarboxylic acid). Yield: 122.2%. Reaction SMILES: [O:1]1[C:5]([C:6]2[C:14]3[C:9](=[CH:10][CH:11]=[C:12]([C:15]([O:17]C)=[O:16])[CH:13]=3)[NH:8][N:7]=2)=[CH:4][C:3]2[CH:19]=[CH:20][CH:21]=[CH:22][C:2]1=2.[OH-].[Na+]>CO.O1CCCC1>[O:1]1[C:5]([C:6]2[C:14]3[C:9](=[CH:10][CH:11]=[C:12]([C:15]([OH:17])=[O:16])[CH:13]=3)[NH:8][N:7]=2)=[CH:4][C:3]2[CH:19]=[CH:20][CH:21]=[CH:22][C:2]1=2 |f:1.2|. Reported procedure: To a solution of 275 mg of methyl 3-benzo[b]furan-2-yl-1H-5-indazolecarboxylate in 3 ml methanol and 3 ml tetrahydrofuran was added 1.5 ml of 5 N aqueous sodium hydroxide solution, and the mixture was stirred at room temperature for five days. After removing the solvent by distillation, the residue was added with 9 ml of 1 N hydrochloric acid, and the mixture was extracted with 200 ml of ethyl acetate. The organic layer was washed with brine, dried over anhydrous magnesium sulfate and the solven... Starting materials: ClC1=C(C=C(C=C1)C(CCC(=O)O)=O)S(=O)(=O)N1CCCC1 (4-[4-chloro-3-(1-pyrrolidinylsulfonyl)-phenyl]-4-oxobutanoic acid), C(C)(=O)OC(C)=O (acetic anhydride). Yields the product ClC1=C(C=C(C=C1)C1=CC(CO1)=O)S(=O)(=O)N1CCCC1 (5-[4-Chloro-3-(1-pyrrolidinylsulfonyl)-phenyl]-2,3-dihydro-3-oxofuran). RXN SMILES: [Cl:1][C:2]1[CH:7]=[CH:6][C:5]([C:8](=[O:14])[CH2:9][CH2:10][C:11](O)=O)=[CH:4][C:3]=1[S:15]([N:18]1[CH2:22][CH2:21][CH2:20][CH2:19]1)(=[O:17])=[O:16].C(OC(=O)C)(=[O:25])C>>[Cl:1][C:2]1[CH:7]=[CH:6][C:5]([C:8]2[O:9][CH2:10][C:11](=[O:25])[CH:14]=2)=[CH:4][C:3]=1[S:15]([N:18]1[CH2:22][CH2:21][CH2:20][CH2:19]1)(=[O:17])=[O:16]. Procedure: 3.9 g of 4-[4-chloro-3-(1-pyrrolidinylsulfonyl)-phenyl]-4-oxobutanoic acid are boiled under a reflux condenser in 50 ml of acetic anhydride for 1 hour, the solvent is driven off under reduced pressure and the residue is caused to crystallize under diisopropyl ether. 5-[4-Chloro-3-(1-pyrrolidinylsulfonyl)-phenyl]-2,3-dihydro-3-oxofuran is obtained in the form of light red-colored crystals of melting point 108°-111° C. Starting materials: CC(C)(C)OC(=O)N1CCN(C(=O)c2cc([N+](=O)[O-])cc(C(F)(F)F)c2)CC1, C1CCOC1. Yields the product CC(C)(C)OC(=O)N1CCN(Cc2cc([N+](=O)[O-])cc(C(F)(F)F)c2)CC1. As a reaction SMILES: [C:1](=[O:2])([O:3][C:4]([CH3:5])([CH3:6])[CH3:7])[N:8]1[CH2:9][CH2:10][N:11]([C:14](=[O:15])[c:16]2[cH:17][c:18]([N+:26](=[O:27])[O-:28])[cH:19][c:20]([C:22]([F:23])([F:24])[F:25])[cH:21]2)[CH2:12][CH2:13]1.[CH2:29]1[O:30][CH2:31][CH2:32][CH2:33]1>>[C:1](=[O:2])([O:3][C:4]([CH3:5])([CH3:6])[CH3:7])[N:8]1[CH2:9][CH2:10][N:11]([CH2:14][c:16]2[cH:17][c:18]([N+:26](=[O:27])[O-:28])[cH:19][c:20]([C:22]([F:23])([F:24])[F:25])[cH:21]2)[CH2:12][CH2:13]1.